This data is from the Open Reaction Database (ORD), a public repository of structured organic reaction records. The task is: describe an organic reaction: reactants, conditions, products, and yield Reactants: C1CCOC1, ClCCl, CC(C)C(=O)Nc1cccc(C2CCN(CCCCN)CC2)c1, O=C(Cl)C(c1ccccc1)c1ccccc1. Product: CC(C)C(=O)Nc1cccc(C2CCN(CCCCNC(=O)C(c3ccccc3)c3ccccc3)CC2)c1. Reaction SMILES: [CH2:40]1[O:41][CH2:42][CH2:43][CH2:44]1.[Cl:45][CH2:46][Cl:47].[NH2:1][CH2:2][CH2:3][CH2:4][CH2:5][N:6]1[CH2:7][CH2:8][CH:9]([c:12]2[cH:13][c:14]([NH:18][C:19]([CH:20]([CH3:21])[CH3:22])=[O:23])[cH:15][cH:16][cH:17]2)[CH2:10][CH2:11]1.[c:24]1([CH:30]([C:31](=[O:32])[Cl:33])[c:34]2[cH:35][cH:36][cH:37][cH:38][cH:39]2)[cH:25][cH:26][cH:27][cH:28][cH:29]1>>[NH:1]([CH2:2][CH2:3][CH2:4][CH2:5][N:6]1[CH2:7][CH2:8][CH:9]([c:12]2[cH:13][c:14]([NH:18][C:19]([CH:20]([CH3:21])[CH3:22])=[O:23])[cH:15][cH:16][cH:17]2)[CH2:10][CH2:11]1)[C:31]([CH:30]([c:24]1[cH:25][cH:26][cH:27][cH:28][cH:29]1)[c:34]1[cH:35][cH:36][cH:37][cH:38][cH:39]1)=[O:32].